From a dataset of the Open Reaction Database (ORD), a public repository of structured organic reaction records. describe an organic reaction: reactants, conditions, products, and yield The reactants are OC1=NC(=CC(=C1)C(=O)OC)OC (2-Hydroxy-6-methoxy-4-carbomethoxy-pyridine), aldehyde, N1=CC=CC=C1 (pyridine), COC1=NC(=CC(=C1)C(=O)OC)OC(C)C (2-methoxy-6-isopropoxy-4-carbomethoxy-pyridine), aldehyde. Yields the product COC1=NC(=CC(=C1)/C(=C/C=O)/C)OC(C)C ((E)-3-(2-Methoxy-6-isopropoxy-4-pyridyl)-2-butenal). RXN SMILES: [OH:1][C:2]1[CH:7]=C(C(OC)=O)C=C(OC)N=1.[CH3:14][O:15][C:16]1[CH:21]=[C:20]([C:22](OC)=O)[CH:19]=[C:18]([O:26][CH:27]([CH3:29])[CH3:28])[N:17]=1.N1C=CC=C[CH:31]=1>>[CH3:14][O:15][C:16]1[CH:21]=[C:20](/[C:22](/[CH3:31])=[CH:7]/[CH:2]=[O:1])[CH:19]=[C:18]([O:26][CH:27]([CH3:28])[CH3:29])[N:17]=1. Procedure details: 2-Hydroxy-6-methoxy-4-carbomethoxy-pyridine was isopropylated into 2-methoxy-6-isopropoxy-4-carbomethoxy-pyridine in a similar manner to that described in Step 1 of Example 1. The pyridine derivative thus obtained was converted into an aldehyde in a similar manner to that described in Step 2 of Example 1. This aldehyde was treated in a similar manner to that described in Steps 3 to 5 of Example 1 and Steps 1 and 2 of Example 2 to give the title compound. The reactants are ClC1=C(C=C(C(=C1)Cl)SC1=CC=C(C=C1)O)N1N=C(N(C1=O)C(F)F)C (1-[2,4-dichloro-5-(4-hydroxyphenylthio)phenyl]-4-difluoromethyl-4,5-dihydro-3-methyl-1,2,4-triazol-5(1H)-one), C([O-])([O-])=O.[K+].[K+] (potassium carbonate), CC(C(=O)OC)Br (methyl DL-2-bromopropionate), C1COCCOCCOCCOCCOCCO1 (18-crown-6), ice water. Run in CN(C=O)C (N,N-dimethylformamide). Yields the product ClC1=C(C=C(C(=C1)Cl)N1N=C(N(C1=O)C(F)F)C)SC1=CC=C(OC(C(=O)OC)C)C=C1 (methyl 2-[4-[2,4-dichloro-5-(4-difluoromethyl-4,5-dihydro-3-methyl- 5-oxo-1H-1,2,4-triazol-1-yl)phenylthio]phenoxy]propionate). The yield is 45.7%. Reaction SMILES: [Cl:1][C:2]1[CH:7]=[C:6]([Cl:8])[C:5]([S:9][C:10]2[CH:15]=[CH:14][C:13]([OH:16])=[CH:12][CH:11]=2)=[CH:4][C:3]=1[N:17]1[C:21](=[O:22])[N:20]([CH:23]([F:25])[F:24])[C:19]([CH3:26])=[N:18]1.C(=O)([O-])[O-].[K+].[K+].[CH3:33][CH:34](Br)[C:35]([O:37][CH3:38])=[O:36].C1OCCOCCOCCOCCOCCOC1>CN(C)C=O>[Cl:8][C:6]1[CH:7]=[C:2]([Cl:1])[C:3]([N:17]2[C:21](=[O:22])[N:20]([CH:23]([F:24])[F:25])[C:19]([CH3:26])=[N:18]2)=[CH:4][C:5]=1[S:9][C:10]1[CH:15]=[CH:14][C:13]([O:16][CH:34]([CH3:33])[C:35]([O:37][CH3:38])=[O:36])=[CH:12][CH:11]=1 |f:1.2.3|. Procedure: A stirred mixture of 1.5 g (0.0036 mole) of 1-[2,4-dichloro-5-(4-hydroxyphenylthio)phenyl]-4-difluoromethyl-4,5-dihydro-3-methyl-1,2,4-triazol-5(1H)-one, 0.75 g (0.0054 mole) of potassium carbonate, 0.90 g (0.0054 mole) of methyl DL-2-bromopropionate, and 0.20 g (8×10-4 mole) of 18-crown-6 in 30 mL of N,N-dimethylformamide was heated at 100°-120° C. for approximately 18 hours. The reaction mixture was allowed to cool and was poured into ice-water. This aqueous mixture was extracted with diethyl ... Starting materials: COC(=O)C1(CC2N(CC(N(C2=O)C2=CC=CC=C2)C)C1)C ((7RS,8aSR)-7-methoxycarbonyl-7-methyl-2-phenyl-methyl-1,2,3,4,6,7,8,8a-octahydro-pyrrolo[1,2-a]pyrazin-1-one), [H-].[Al+3].[Li+].[H-].[H-].[H-] (lithium aluminum hydride), C1CCOC1 (THF), C1CCOC1 (THF). Conditions: time 2 hour. The product is OCC1(CC2N(CCN(C2)CC2=CC=CC=C2)C1)C ((7RS,8aSR)-7-Hydroxymethyl-7-methyl-2-phenylmethyl-1,2,3,4,6,7,8,8a-octahydro-pyrrolo[1,2-a]pyrazine). Yield: 58.0%. As a reaction SMILES: CO[C:3]([C:5]1([CH3:22])[CH2:21][N:8]2[CH2:9][CH:10](C)[N:11]([C:14]3[CH:19]=[CH:18][CH:17]=[CH:16][CH:15]=3)[C:12](=O)[CH:7]2[CH2:6]1)=[O:4].[H-].[Al+3].[Li+].[H-].[H-].[H-].[CH2:29]1COCC1>>[OH:4][CH2:3][C:5]1([CH3:22])[CH2:21][N:8]2[CH2:9][CH2:10][N:11]([CH2:14][C:19]3[CH:18]=[CH:17][CH:16]=[CH:15][CH:29]=3)[CH2:12][CH:7]2[CH2:6]1 |f:1.2.3.4.5.6|. Procedure details: A solution of 3.33 g (11 mmol) of (7RS,8aSR)-7-methoxycarbonyl-7-methyl-2-phenyl-methyl-1,2,3,4,6,7,8,8a-octahydro-pyrrolo[1,2-a]pyrazin-1-one (Jones, R. C. F., Howard, K. J., J. Chem. Soc., Perkin Trans. 1, 1993, 2391) in 125 mL of dry THF was added dropwise to a stirred suspension of 1.26 g (33 mmol) of lithium aluminum hydride in 125 mL of dry THF. The solution was stirred for 2 hours at room temperature, and carefully quenched with 1.26 mL of water, 1.26 mL of 15% NaOH, and 3.78 mL of water.... The yield is 78.6%. Reported procedure: A mixture of butyl 3-[2-[(2,2-dimethylpropanoyl)amino]-6-(methyloxy)-3-pyridinyl]propanoate (86.01 g, 256 mmol) in hydrochloric acid (500 ml, 3000 mmol) (6M aqueous), was heated at 80° C. for 6 h. Reaction was cooled, treated with water (500 ml), transferred to a 5 L conical flask and carefully neutralised with solid K2CO3 (requires around 250 g) (much effervescence was observed). The mixture was then extracted with 20% MeOH/DCM (3×500 ml). The combined organic solvents were then dried (MgSO4), ... Reaction SMILES: CC(C)(C)C([NH:5][C:6]1[C:11]([CH2:12][CH2:13][C:14]([O:16][CH2:17]CCC)=O)=[CH:10][CH:9]=[C:8]([O:21]C)[N:7]=1)=O.Cl.C([O-])([O-])=O.[K+].[K+]>O>[CH3:17][O:16][C:14]1[N:5]=[C:6]2[C:11]([CH2:10][CH2:9][C:8](=[O:21])[NH:7]2)=[CH:12][CH:13]=1 |f:2.3.4|. Starting materials: CC(C(=O)NC1=NC(=CC=C1CCC(=O)OCCCC)OC)(C)C (butyl 3-[2-[(2,2-dimethylpropanoyl)amino]-6-(methyloxy)-3-pyridinyl]propanoate), Cl (hydrochloric acid), C(=O)([O-])[O-].[K+].[K+] (K2CO3). Run at temperature 80 celsius. Yields the product COC1=CC=C2CCC(NC2=N1)=O (7-(Methyloxy)-3,4-dihydro-1,8-naphthyridin-2(1H)-one). Solvent: O (water). The reactants are N1=C(C=CC=2CCCCC12)CBr ((5,6,7,8-tetrahydroquinolin-2-yl)methyl bromide), C1(=CC=CC=C1)P(C1=CC=CC=C1)C1=CC=CC=C1 (triphenylphosphine). Solvent: C(C)#N (acetonitrile). The product is [Br-].N1=C(C=CC=2CCCCC12)C[P+](C1=CC=CC=C1)(C1=CC=CC=C1)C1=CC=CC=C1 ((5,6,7,8-tetrahydroquinolin-2-yl)methyltriphenylphosphonium bromide). Reaction SMILES: [N:1]1[C:10]2[CH2:9][CH2:8][CH2:7][CH2:6][C:5]=2[CH:4]=[CH:3][C:2]=1[CH2:11][Br:12].[C:13]1([P:19]([C:26]2[CH:31]=[CH:30][CH:29]=[CH:28][CH:27]=2)[C:20]2[CH:25]=[CH:24][CH:23]=[CH:22][CH:21]=2)[CH:18]=[CH:17][CH:16]=[CH:15][CH:14]=1>C(#N)C>[Br-:12].[N:1]1[C:10]2[CH2:9][CH2:8][CH2:7][CH2:6][C:5]=2[CH:4]=[CH:3][C:2]=1[CH2:11][P+:19]([C:20]1[CH:21]=[CH:22][CH:23]=[CH:24][CH:25]=1)([C:26]1[CH:31]=[CH:30][CH:29]=[CH:28][CH:27]=1)[C:13]1[CH:14]=[CH:15][CH:16]=[CH:17][CH:18]=1 |f:3.4|. Procedure: In 300 ml of acetonitrile was dissolved 14.7 g (65 mmol) of (5,6,7,8-tetrahydroquinolin-2-yl)methyl bromide, and 25.5 g (97.5 mmol) of triphenylphosphine was added to the mixture and the resulting mixture was refluxed for 2 hours. After cooling the mixture with an ice-bath, precipitates were collected by filtration and washed with diethyl ether to obtain (5,6,7,8-tetrahydroquinolin-2-yl)methyltriphenylphosphonium bromide as pale yellowish solid. Then, the obtained solid was dissolved in 250 ml o... Starting materials: ClC1=C(C(=C(C(=N1)Cl)Cl)Cl)Cl (pentachloropyridine), O (water). The reagents and catalysts are [Zn] (zinc), [Cl-].C[N+](C)(C)C (tetramethylammonium chloride), [Zn] (zinc). The solvent is CC(P([O-])(=O)[O-])C (dimethylmethanephosphonate). Reaction conditions: temperature 160 celsius, time 20 minute. Product: ClC1=NC(=C(C=C1Cl)Cl)Cl (2,3,5,6-tetrachloropyridine). Yield: 83.9%. RXN SMILES: [Cl:1][C:2]1[N:7]=[C:6]([Cl:8])[C:5]([Cl:9])=[C:4](Cl)[C:3]=1[Cl:11].O>[Cl-].C[N+](C)(C)C.CC(C)P([O-])(=O)[O-].[Zn]>[Cl:8][C:6]1[C:5]([Cl:9])=[CH:4][C:3]([Cl:11])=[C:2]([Cl:1])[N:7]=1 |f:2.3|. Procedure: A suspension of 8.22 g (0.075 mol) of tetramethylammonium chloride in 90 ml of dimethylmethanephosphonate is heated for 1 hour at 160° C. It is then cooled to 90° C., and 12.57 g (0.05 mol) of pentachloropyridine and 3 ml of water are added. There is subsequently added portionwise, in the course of 30 minutes, 4.1 g (0.063 gram atom) of zinc dust. After completion of the addition of the zinc dust, the mixture is firstly stirred for 20 minutes and then filtered. The filtrate is poured into a solu...